Dataset: the Open Reaction Database (ORD), a public repository of structured organic reaction records. Task: describe an organic reaction: reactants, conditions, products, and yield Reactants: CC(=O)C1=C(C)N(c2cccc(C(F)(F)F)c2)C(=S)NC1c1ccc(C#N)cc1, CC(=O)OCCBr, O=C([O-])[O-], [K+], [K+], CN(C)C=O. Product: CC(=O)OCCSC1=NC(c2ccc(C#N)cc2)C(C(C)=O)=C(C)N1c1cccc(C(F)(F)F)c1. RXN SMILES: [C:14]([CH3:15])(=[O:16])[C:17]1=[C:22]([CH3:23])[N:21]([c:24]2[cH:25][c:26]([C:30]([F:31])([F:32])[F:33])[cH:27][cH:28][cH:29]2)[C:20](=[S:34])[NH:19][CH:18]1[c:35]1[cH:36][cH:37][c:38]([C:39]#[N:40])[cH:41][cH:42]1.[C:1]([CH3:2])(=[O:3])[O:4][CH2:5][CH2:6][Br:7].[C:8](=[O:9])([O-:10])[O-:11].[K+:12].[K+:13].[O:43]=[CH:44][N:45]([CH3:46])[CH3:47]>>[C:1]([CH3:2])(=[O:3])[O:4][CH2:5][CH2:6][S:34][C:20]1=[N:19][CH:18]([c:35]2[cH:36][cH:37][c:38]([C:39]#[N:40])[cH:41][cH:42]2)[C:17]([C:14]([CH3:15])=[O:16])=[C:22]([CH3:23])[N:21]1[c:24]1[cH:25][c:26]([C:30]([F:31])([F:32])[F:33])[cH:27][cH:28][cH:29]1. Reactants: C1CCOC1, CC(C)c1cc(F)ccc1Oc1cnc(N)nc1N, O=S(=O)(O)C(F)(F)F, O=C1CCC(=O)N1I. Reaction SMILES: [CH2:36]1[O:37][CH2:38][CH2:39][CH2:40]1.[F:1][c:2]1[cH:3][c:4]([CH:17]([CH3:18])[CH3:19])[c:5]([O:6][c:7]2[c:8]([NH2:14])[n:9][c:10]([NH2:13])[n:11][cH:12]2)[cH:15][cH:16]1.[F:20][C:21]([S:22]([OH:23])(=[O:24])=[O:25])([F:26])[F:27].[I:28][N:29]1[C:30](=[O:31])[CH2:32][CH2:33][C:34]1=[O:35]>>[F:1][c:2]1[cH:3][c:4]([CH:17]([CH3:18])[CH3:19])[c:5]([O:6][c:7]2[c:8]([NH2:14])[n:9][c:10]([NH2:13])[n:11][cH:12]2)[cH:15][c:16]1[I:28]. Yields the product CC(C)c1cc(F)c(I)cc1Oc1cnc(N)nc1N. Reactants: step-ii, FC=1C=C(CN2N=CC(=C2C)C2=CN(C3=NC=C(C=C32)C=3C=CC(=NC3)N3CCN(CC3)C(=O)OC(C)(C)C)S(=O)(=O)C3=CC=C(C)C=C3)C=CC1 (tert-butyl 4-(5-(3-(1-(3-fluorobenzyl)-5-methyl-1H-pyrazol-4-yl)-1-tosyl-1H-pyrrolo[2,3-b]pyridin-5-yl)pyridin-2-yl)piperazine-1-carboxylate), Cl (HCl). The solvent is CCOCC (ether). Product: Cl.FC=1C=C(CN2N=CC(=C2C)C2=CN(C3=NC=C(C=C32)C=3C=NC(=CC3)N3CCNCC3)S(=O)(=O)C3=CC=C(C)C=C3)C=CC1 (3-(1-(3-fluorobenzyl)-5-methyl-1H-pyrazol-4-yl)-5-(6-(piperazin-1-yl)pyridin-3-yl)-1-tosyl-1H-pyrrolo[2,3-b]pyridine hydrochloride). RXN SMILES: [F:1][C:2]1[CH:3]=[C:4]([CH:50]=[CH:51][CH:52]=1)[CH2:5][N:6]1[C:10]([CH3:11])=[C:9]([C:12]2[C:20]3[C:15](=[N:16][CH:17]=[C:18]([C:21]4[CH:22]=[CH:23][C:24]([N:27]5[CH2:32][CH2:31][N:30](C(OC(C)(C)C)=O)[CH2:29][CH2:28]5)=[N:25][CH:26]=4)[CH:19]=3)[N:14]([S:40]([C:43]3[CH:49]=[CH:48][C:46]([CH3:47])=[CH:45][CH:44]=3)(=[O:42])=[O:41])[CH:13]=2)[CH:8]=[N:7]1.[ClH:53]>CCOCC>[ClH:53].[F:1][C:2]1[CH:3]=[C:4]([CH:50]=[CH:51][CH:52]=1)[CH2:5][N:6]1[C:10]([CH3:11])=[C:9]([C:12]2[C:20]3[C:15](=[N:16][CH:17]=[C:18]([C:21]4[CH:26]=[N:25][C:24]([N:27]5[CH2:32][CH2:31][NH:30][CH2:29][CH2:28]5)=[CH:23][CH:22]=4)[CH:19]=3)[N:14]([S:40]([C:43]3[CH:44]=[CH:45][C:46]([CH3:47])=[CH:48][CH:49]=3)(=[O:42])=[O:41])[CH:13]=2)[CH:8]=[N:7]1 |f:3.4|. Procedure details: Using similar reaction conditions as described in step-ii of example-7, tert-butyl 4-(5-(3-(1-(3-fluorobenzyl)-5-methyl-1H-pyrazol-4-yl)-1-tosyl-1H-pyrrolo[2,3-b]pyridin-5-yl)pyridin-2-yl)piperazine-1-carboxylate (250 mg, 0.34 mmol) was deprotected in HCl in ether (5 ml) to afford 270 mg (crude) of the titled compound. MS: m/z=622.5 (M+1). The reactants are NC1=C(C=C(C=C1)CCC(=O)N)C1=CCC(CC1)(C)C (3-[4-amino-3-(4,4-dimethyl-cyclohex-1-enyl)-phenyl]-propionamide), C(#N)C=1N=C(N(C1)COCC[Si](C)(C)C)C(=O)[O-].[K+] (potassium 4-cyano-1-(2-trimethylsilanyl-ethoxymethyl)-1H-imidazole-2-carboxylate). Solvent: CO.C(Cl)Cl (MeOH DCM). Yields the product C(N)(=O)CCC1=CC(=C(C=C1)NC(=O)C=1N(C=C(N1)C#N)COCC[Si](C)(C)C)C1=CCC(CC1)(C)C (4-Cyano-1-(2-trimethylsilanyl-ethoxymethyl)-1H-imidazole-2-carboxylic acid [4-(2-carbamoyl-ethyl)-2-(4,4-dimethyl-cyclohex-1-enyl)-phenyl]-amide). Isolated yield 82.0%. Reaction SMILES: [NH2:1][C:2]1[CH:7]=[CH:6][C:5]([CH2:8][CH2:9][C:10]([NH2:12])=[O:11])=[CH:4][C:3]=1[C:13]1[CH2:18][CH2:17][C:16]([CH3:20])([CH3:19])[CH2:15][CH:14]=1.[C:21]([C:23]1[N:24]=[C:25]([C:36]([O-])=[O:37])[N:26]([CH2:28][O:29][CH2:30][CH2:31][Si:32]([CH3:35])([CH3:34])[CH3:33])[CH:27]=1)#[N:22].[K+]>CO.C(Cl)Cl>[C:10]([CH2:9][CH2:8][C:5]1[CH:6]=[CH:7][C:2]([NH:1][C:36]([C:25]2[N:26]([CH2:28][O:29][CH2:30][CH2:31][Si:32]([CH3:35])([CH3:34])[CH3:33])[CH:27]=[C:23]([C:21]#[N:22])[N:24]=2)=[O:37])=[C:3]([C:13]2[CH2:18][CH2:17][C:16]([CH3:20])([CH3:19])[CH2:15][CH:14]=2)[CH:4]=1)(=[O:11])[NH2:12] |f:1.2,3.4|. Reported procedure: The title compound was prepared by the coupling procedure of Example 7, step (e) using 3-[4-amino-3-(4,4-dimethyl-cyclohex-1-enyl)-phenyl]-propionamide (as prepared in the previous step, 75.0 mg, 0.307 mmol), and potassium 4-cyano-1-(2-trimethylsilanyl-ethoxymethyl)-1H-imidazole-2-carboxylate (as prepared in Example 1, step (d), 103 mg, 0.338 mmol). Silica gel chromatography (0-2% MeOH/DCM) afforded the title compound (124 mg, 82%) as a white solid. Mass spectrum (ESI, m/z): Calcd. for C28H39N5O... Reactants: C(C1=CC=CC=C1)OC(=O)N1CC(CC1)NC(=O)OC(C)(C)C (3-tert-butoxycarbonylamino-pyrrolidine-1-carboxylic acid benzyl ester), C(=O)(C(F)(F)F)O (TFA). Run in ClCCl (dichloromethane). Yields the product C(C1=CC=CC=C1)OC(=O)N1CC(CC1)N (3-Amino-pyrrolidine-1-carboxylic acid benzyl ester). Reaction SMILES: [CH2:1]([O:8][C:9]([N:11]1[CH2:15][CH2:14][CH:13]([NH:16]C(OC(C)(C)C)=O)[CH2:12]1)=[O:10])[C:2]1[CH:7]=[CH:6][CH:5]=[CH:4][CH:3]=1.C(O)(C(F)(F)F)=O>ClCCl>[CH2:1]([O:8][C:9]([N:11]1[CH2:15][CH2:14][CH:13]([NH2:16])[CH2:12]1)=[O:10])[C:2]1[CH:7]=[CH:6][CH:5]=[CH:4][CH:3]=1. Reported procedure: To a solution of 3.21 g 3-tert-butoxycarbonylamino-pyrrolidine-1-carboxylic acid benzyl ester in 40 ml dichloromethane were added 13 ml TFA. After 16 h the solution was evaporated to give the crude hydrotrifluoroacetate. Yield: 3.20 g.